Dataset: the Open Reaction Database (ORD), a public repository of structured organic reaction records. Task: describe an organic reaction: reactants, conditions, products, and yield Reactants: ClC1=CC(=CC=C1)C(=O)OO (3-chloroperbenzoic acid), COC1=CC=C(C=C1)C=1N=C(NC1C1=CC=C(C=C1)OC)SC1=C(C=CC=C1)OC (4,5-bis(4-methoxyphenyl)-2-(2-methoxyphenylthio)imidazole). Solvent: ClCCl (dichloromethane), ClCCl (dichloromethane). Conditions: time 3 hour. Product: COC1=CC=C(C=C1)C=1N=C(NC1C1=CC=C(C=C1)OC)S(=O)C1=C(C=CC=C1)OC (4,5-bis(4-methoxyphenyl)-2-(2-methoxyphenylsulfinyl)imidazole). The yield is 88.7%. Reaction SMILES: ClC1C=CC=C(C(OO)=[O:9])C=1.[CH3:12][O:13][C:14]1[CH:19]=[CH:18][C:17]([C:20]2[N:21]=[C:22]([S:33][C:34]3[CH:39]=[CH:38][CH:37]=[CH:36][C:35]=3[O:40][CH3:41])[NH:23][C:24]=2[C:25]2[CH:30]=[CH:29][C:28]([O:31][CH3:32])=[CH:27][CH:26]=2)=[CH:16][CH:15]=1>ClCCl>[CH3:12][O:13][C:14]1[CH:15]=[CH:16][C:17]([C:20]2[N:21]=[C:22]([S:33]([C:34]3[CH:39]=[CH:38][CH:37]=[CH:36][C:35]=3[O:40][CH3:41])=[O:9])[NH:23][C:24]=2[C:25]2[CH:30]=[CH:29][C:28]([O:31][CH3:32])=[CH:27][CH:26]=2)=[CH:18][CH:19]=1. Reported procedure: A solution of 2.164 g of 3-chloroperbenzoic acid (80%) in 150 ml of dichloromethane is added dropwise to a solution of 4.19 g of 4,5-bis(4-methoxyphenyl)-2-(2-methoxyphenylthio)imidazole in 100 ml of dichloromethane. The solution is stirred for 3 hours at room temperature, washed with sodium bicarbonate solution, dried over sodium sulfate, and concentrated to dryness under vacuum. The residue is chromatographed on 150 g of silica gel with acetone/hexane, thus producing 3.86 g of 4,5-bis(4-methox... The reactants are ClC=1C=C(C=C(C1CC1C(N(CC1)[C@@H]1CC[C@H](CC1)F)=O)Cl)OS(=O)(=O)C(F)(F)F (trifluoro-methanesulfonic acid 3,5-dichloro-4-[trans-1-(4-fluoro-cyclohexyl)-2-oxo-pyrrolidin-3-ylmethyl]-phenyl ester), N1=CC(=CC=C1)B(O)O (pyridine-3-boronic acid), C(=O)([O-])[O-].[Na+].[Na+] (Na2CO3). The reagents and catalysts are C=1C=CC(=CC1)[P](C=2C=CC=CC2)(C=3C=CC=CC3)[Pd]([P](C=4C=CC=CC4)(C=5C=CC=CC5)C=6C=CC=CC6)([P](C=7C=CC=CC7)(C=8C=CC=CC8)C=9C=CC=CC9)[P](C=1C=CC=CC1)(C=1C=CC=CC1)C=1C=CC=CC1 (Pd(PPh3)4). The solvent is C(OC)COC (dimethoxy ethane), C(=O)(O)[O-].[Na+] (NaHCO3), CCOC(=O)C (EtOAc). Yields the product ClC1=C(CC2C(N(CC2)[C@@H]2CC[C@H](CC2)F)=O)C(=CC(=C1)C=1C=NC=CC1)Cl (3-(2,6-Dichloro-4-pyridin-3-yl-benzyl)-trans-1-(4-fluoro-cyclohexyl)-pyrrolidin-2-one). RXN SMILES: [Cl:1][C:2]1[CH:3]=[C:4](OS(C(F)(F)F)(=O)=O)[CH:5]=[C:6]([Cl:22])[C:7]=1[CH2:8][CH:9]1[CH2:13][CH2:12][N:11]([C@H:14]2[CH2:19][CH2:18][C@H:17]([F:20])[CH2:16][CH2:15]2)[C:10]1=[O:21].[N:31]1[CH:36]=[CH:35][CH:34]=[C:33](B(O)O)[CH:32]=1.C([O-])([O-])=O.[Na+].[Na+]>C(COC)OC.C([O-])(O)=O.[Na+].CCOC(C)=O.C1C=CC([P]([Pd]([P](C2C=CC=CC=2)(C2C=CC=CC=2)C2C=CC=CC=2)([P](C2C=CC=CC=2)(C2C=CC=CC=2)C2C=CC=CC=2)[P](C2C=CC=CC=2)(C2C=CC=CC=2)C2C=CC=CC=2)(C2C=CC=CC=2)C2C=CC=CC=2)=CC=1>[Cl:1][C:2]1[CH:3]=[C:4]([C:33]2[CH:32]=[N:31][CH:36]=[CH:35][CH:34]=2)[CH:5]=[C:6]([Cl:22])[C:7]=1[CH2:8][CH:9]1[CH2:13][CH2:12][N:11]([C@H:14]2[CH2:19][CH2:18][C@H:17]([F:20])[CH2:16][CH2:15]2)[C:10]1=[O:21] |f:2.3.4,6.7,^1:66,68,87,106|. Reported procedure: Heat a solution of trifluoro-methanesulfonic acid 3,5-dichloro-4-[trans-1-(4-fluoro-cyclohexyl)-2-oxo-pyrrolidin-3-ylmethyl]-phenyl ester (Preparation 28) (0.346 g, 0.705 mmol), pyridine-3-boronic acid (0.173 g, 1.41 mmol), Pd(PPh3)4 (81 mg), 7 mL of 0.1 M Na2CO3 aq solution in 7 mL of dimethoxy ethane at 80° C. for 24 h. Cool the mixture to room temp and dilute with 20 mL of 1N NaHCO3. Dilute the mixture with 20 mL of EtOAc. Wash the organic layer with water, brine and dry over Na2SO4, filter a... Reactants: IC1=CC(NC(N1CCOC)=S)=O (6-iodo-1-(2-methoxyethyl)-2-thioxo-2,3-dihydropyrimidin-4(1H)-one), C(C)(C)N(CC)C(C)C (diisopropylethylamine), IC (iodomethane). Run in CC#N (MeCN). Run at time 18 hour. Product: IC1=CC(N=C(N1CCOC)SC)=O (6-Iodo-1-(2-methoxyethyl)-2-(methylthio)pyrimidin-4(1H)-one). Yield: 43.1%. RXN SMILES: [I:1][C:2]1[N:7]([CH2:8][CH2:9][O:10][CH3:11])[C:6](=[S:12])[NH:5][C:4](=[O:13])[CH:3]=1.[CH:14](N(C(C)C)CC)(C)C.IC>CC#N>[I:1][C:2]1[N:7]([CH2:8][CH2:9][O:10][CH3:11])[C:6]([S:12][CH3:14])=[N:5][C:4](=[O:13])[CH:3]=1. Reported procedure: To a stirring solution of 6-iodo-1-(2-methoxyethyl)-2-thioxo-2,3-dihydropyrimidin-4(1H)-one (9.00 g, 28.83 mmol) in MeCN (200 mL) was added diisopropylethylamine (5.0 mL, 28.83 mmol) and iodomethane (9.0 mL, 144.17 mmol). The reaction mixture was stirred at room temperature for 18 hours, and concentrated in vacuo. The residue was partitioned ortioned between CH2Cl2 (200 mL) and 1N aqueous HCl (100 mL). The layers were separated and the organic layer was washed with brine (100 mL), dried over MgS... Starting materials: OC1=C(C2=CC=CC=C2C=C1)C=O (2-hydroxy-1-naphthaldehyde), C(C)O (ethanol), NC=1C(=CC=CC1)C (o-toluidine). Conditions: temperature 70 celsius. Product: OC1(C(N=CC2=CC=CC3=CC=CC=C23)C=CC=C1)C (2-hydroxy-1-naphthylmethylidene-2-methylaniline). RXN SMILES: O[C:2]1[CH:11]=[CH:10][C:9]2[C:4](=[CH:5][CH:6]=[CH:7][CH:8]=2)[C:3]=1[CH:12]=O.[NH2:14][C:15]1[C:16]([CH3:21])=[CH:17][CH:18]=[CH:19][CH:20]=1.C([OH:24])C>>[OH:24][C:16]1([CH3:21])[CH:17]=[CH:18][CH:19]=[CH:20][CH:15]1[N:14]=[CH:12][C:3]1[C:4]2[C:9](=[CH:8][CH:7]=[CH:6][CH:5]=2)[CH:10]=[CH:11][CH:2]=1. Procedure: 3.44 g (20.0 mmol) of 2-hydroxy-1-naphthaldehyde was dissolved in 50 ml ethanol under heating, and 2.14 g (20.0 mmol) of o-toluidine was added. After stirring under reflux at 70° C. for 1 hour, completion of the reaction was confirmed by TLC. The solution was concentrated with an evaporator to about 30 ml, whereupon a crystal was formed, which was filtered by Kiriyama funnel. Drying under reduced pressure at 25° C. for 24 hours gave 2-hydroxy-1-naphthylmethylidene-2-methylaniline (hereinafter, a... The reactants are IC1=CC=C(C(=O)Cl)C=C1 (4-iodobenzoyl chloride), [BH4-].[Na+] (sodium borohydride), O (H2O). The solvent is O1CCOCC1 (dioxane), O1CCOCC1 (dioxane). Reaction conditions: temperature 100 celsius. Product: IC1=CC=C(CO)C=C1 (4-iodobenzyl alcohol). Isolated yield 96.3%. Reaction SMILES: [BH4-].[Na+].[I:3][C:4]1[CH:12]=[CH:11][C:7]([C:8](Cl)=[O:9])=[CH:6][CH:5]=1.O>O1CCOCC1>[I:3][C:4]1[CH:12]=[CH:11][C:7]([CH2:8][OH:9])=[CH:6][CH:5]=1 |f:0.1|. Procedure details: (Acheson, R. M.; Lee. G. C. M. J. Chem. Soc. Perkin Trans. I 1987, 2321-2332.) To a stirred suspension of sodium borohydride (5.68 g, 150 mmol, 2.0 equiv) in 50 mL dioxane at 0° C. was added dropwise a solution of 4-iodobenzoyl chloride (19.99 g, 75 mmol, 1.0 equiv) in 50 mL dioxane over 25 min. The resulting mixture was heated to 100° C. for 90 min under a reflux condenser then cooled to 0° C. 50 mL H2O was added cautiously under a flowing stream of nitrogen. [CAUTION: Evolves gas!] The mixture... Conditions: time 10 minute. The solvent is C(Cl)(Cl)(Cl)Cl (CCl4). Reported procedure: N-Bromosuccinimide (0.90 g, 5.06 mmol) was added to a stirred solution of the compound from Step 2 (1.04 g, 4.60 mmol) in CCl4 (150 ml) followed by a catalytic amount of azobis (isobutyronitrile). After the mixture was refluxed 3 h, the precipitated solid was removed by filtration and the solvent was evaporated in vacuo. The residue was stirred for 10 min in 15 ml Et2O, filtered and dried to give 0.69 g of the title compound. mp 155°-156° C. The reactants are BrN1C(CCC1=O)=O (N-Bromosuccinimide), O1C=C(C=C1)C1=CC(OC2=CC(=CC=C12)C)=O (4-(3-furyl)-7-methylcoumarin), N(=NC(C#N)(C)C)C(C#N)(C)C (azobis (isobutyronitrile)). As a reaction SMILES: [Br:1]N1C(=O)CCC1=O.[O:9]1[CH:13]=[CH:12][C:11]([C:14]2[C:23]3[C:18](=[CH:19][C:20]([CH3:24])=[CH:21][CH:22]=3)[O:17][C:16](=[O:25])[CH:15]=2)=[CH:10]1.N(C(C)(C)C#N)=NC(C)(C)C#N>C(Cl)(Cl)(Cl)Cl>[Br:1][CH2:24][C:20]1[CH:19]=[C:18]2[C:23]([C:14]([C:11]3[CH:12]=[CH:13][O:9][CH:10]=3)=[CH:15][C:16](=[O:25])[O:17]2)=[CH:22][CH:21]=1. Yields the product BrCC1=CC=C2C(=CC(OC2=C1)=O)C1=COC=C1 (7-Bromomethyl-4-(3-furyl)coumarin). Yield: 49.2%. The reactants are BrC1=C(C=CC(=C1)F)C1N=C(NC(=C1C(=O)OCC)CBr)N1N=C(N=C1)C#N (Ethyl 4-(2-bromo-4-fluorophenyl)-6-(bromomethyl)-2-(3-cyano-1H-1,2,4-triazol-1-yl)-1,4-dihydropyrimidine-5-carboxylate), Cl.N1CC(OCC1)CC(=O)O (2-(morpholin-2-yl)acetic acid hydrochloride). Product: BrC1=C(C=CC(=C1)F)C1C(=C(NC(=N1)N1N=C(N=C1)C#N)CN1CC(OCC1)CC(=O)O)C(=O)OCC (2-(4-((6-(2-bromo-4-fluorophenyl)-2-(3-cyano-1H-1,2,4-triazol-1-yl)-5-(ethoxycarbonyl)-3,6-dihydropyrimidin-4-yl)methyl)morpholin-2-yl)acetic acid). Isolated yield 39.2%. Reaction SMILES: [Br:1][C:2]1[CH:7]=[C:6]([F:8])[CH:5]=[CH:4][C:3]=1[CH:9]1[C:14]([C:15]([O:17][CH2:18][CH3:19])=[O:16])=[C:13]([CH2:20]Br)[NH:12][C:11]([N:22]2[CH:26]=[N:25][C:24]([C:27]#[N:28])=[N:23]2)=[N:10]1.Cl.[NH:30]1[CH2:35][CH2:34][O:33][CH:32]([CH2:36][C:37]([OH:39])=[O:38])[CH2:31]1>>[Br:1][C:2]1[CH:7]=[C:6]([F:8])[CH:5]=[CH:4][C:3]=1[CH:9]1[N:10]=[C:11]([N:22]2[CH:26]=[N:25][C:24]([C:27]#[N:28])=[N:23]2)[NH:12][C:13]([CH2:20][N:30]2[CH2:35][CH2:34][O:33][CH:32]([CH2:36][C:37]([OH:39])=[O:38])[CH2:31]2)=[C:14]1[C:15]([O:17][CH2:18][CH3:19])=[O:16] |f:1.2|. Procedure: Ethyl 4-(2-bromo-4-fluorophenyl)-6-(bromomethyl)-2-(3-cyano-1H-1,2,4-triazol-1-yl)-1,4-dihydropyrimidine-5-carboxylate (0.32 g, 0.62 mmol) was reacted with 2-(morpholin-2-yl)acetic acid hydrochloride (0.2 g, 1.1 mmol) according to the procedure as described in Example 1, Step C to give the title compound as a pale yellow solid (0.14 g, 40%). The compound was characterized by the following spectroscopic data: